This data is from the Open Reaction Database (ORD), a public repository of structured organic reaction records. The task is: describe an organic reaction: reactants, conditions, products, and yield Reactants: [BH4-], CC(=O)O, CCO, CC(C)O, [Na+], Cl[Ni]Cl, CC1OC(SC2CC(N=[N+]=[N-])CC2(C)C)C(O)C(O)C1O. Yields the product CC1OC(SC2CC(N)CC2(C)C)C(O)C(O)C1O. RXN SMILES: [BH4-:22].[C:24]([OH:25])(=[O:26])[CH3:27].[CH3:32][CH2:33][OH:34].[CH:28]([OH:29])([CH3:30])[CH3:31].[Na+:23].[Ni:35]([Cl:36])[Cl:37].[S:1]([CH:2]1[CH:3]([OH:4])[CH:5]([OH:6])[CH:7]([OH:8])[CH:9]([CH3:11])[O:10]1)[CH:12]1[C:13]([CH3:20])([CH3:21])[CH2:14][CH:15]([N:17]=[N+:18]=[N-:19])[CH2:16]1>>[S:1]([CH:2]1[CH:3]([OH:4])[CH:5]([OH:6])[CH:7]([OH:8])[CH:9]([CH3:11])[O:10]1)[CH:12]1[C:13]([CH3:20])([CH3:21])[CH2:14][CH:15]([NH2:17])[CH2:16]1. Reactants: OC1=C(C(=O)O)C=CC=C1[N+](=O)[O-] (2-hydroxy-3-nitrobenzoic acid), C(C)O (ethanol). The solvent is Cl (hydrochloric acid). Conditions: time 24 hour. Yields the product C(C)OC(C1=C(C(=CC=C1)[N+](=O)[O-])O)=O (2-hydroxy-3-nitrobenzoic acid ethyl ester). Isolated yield 86.0%. Reaction SMILES: [OH:1][C:2]1[C:10]([N+:11]([O-:13])=[O:12])=[CH:9][CH:8]=[CH:7][C:3]=1[C:4]([OH:6])=[O:5].[CH2:14](O)[CH3:15]>Cl>[CH2:14]([O:5][C:4](=[O:6])[C:3]1[CH:7]=[CH:8][CH:9]=[C:10]([N+:11]([O-:13])=[O:12])[C:2]=1[OH:1])[CH3:15]. Procedure details: 10.0 g (55 mmol) of 2-hydroxy-3-nitrobenzoic acid was dissolved in 100 mL of ethanol 2 mL of concentrated hydrochloric acid was added dropwise thereto and stirred for 24 hr under heat-reflux. The mixture was cooled to room temperature and concentrated under reduced pressure, followed by dilution with ethyl acetate. The diluted solution was washed with saturated sodium bicarbonate solution and saturated sodium chloride solution, then dried over magnesium sulfate and concentrated under reduced pre... Starting materials: CC(=O)NCCCS(=O)(=O)OCC(C)(C)C(OCc1ccccc1)C(=O)OC(C)C, CCO, O=C1c2ccccc2C(=O)N1CCCS(=O)(=O)Cl. The product is CC(=O)NCCCS(=O)(=O)OCC(C)(C)C(O)C(=O)OC(C)C. As a reaction SMILES: [C:1]([CH3:2])(=[O:3])[NH:4][CH2:5][CH2:6][CH2:7][S:8](=[O:9])(=[O:10])[O:11][CH2:12][C:13]([CH:14]([C:15](=[O:16])[O:17][CH:18]([CH3:19])[CH3:20])[O:21][CH2:22][c:23]1[cH:24][cH:25][cH:26][cH:27][cH:28]1)([CH3:29])[CH3:30].[CH3:49][CH2:50][OH:51].[Cl:31][S:32]([CH2:33][CH2:34][CH2:35][N:36]1[C:37](=[O:38])[c:39]2[cH:40][cH:41][cH:42][cH:43][c:44]2[C:45]1=[O:46])(=[O:47])=[O:48]>>[C:1]([CH3:2])(=[O:3])[NH:4][CH2:5][CH2:6][CH2:7][S:8](=[O:9])(=[O:10])[O:11][CH2:12][C:13]([CH:14]([C:15](=[O:16])[O:17][CH:18]([CH3:19])[CH3:20])[OH:21])([CH3:29])[CH3:30]. The reactants are [Si](C)(C)(C(C)(C)C)OCC[C@@H](C1=CC=CC=C1)NC=1OC(C(S(N1)(=O)=O)C=1C=C(C=CC1)O)(C)C (3-{2-[(S)-3-(tert-butyldimethylsilanyloxy)-1-phenylpropylamino]-6,6-dimethyl-4,4-dioxo-5,6-dihydro-4H-4lambda6-1,4,3-oxathiazin-5-yl}phenol), CI (methyl iodide), solution, C[Si](C)(C)[N-][Si](C)(C)C.[Na+] (sodium bis(trimethylsilyl)amide), solution, C[Si](C)(C)[N-][Si](C)(C)C.[Na+] (sodium bis(trimethylsilyl)amide), CI (methyl iodide). Run in C1CCOC1 (THF), C1CCOC1 (THF), C1CCOC1 (THF), O (water), S(=S)(=O)([O-])[O-].[Na+].[Na+] (sodium thiosulfate). Conditions: time 45 minute. Yields the product COC=1C=C(C=CC1)C1S(N=C(OC1(C)C)N[C@@H](CCO)C1=CC=CC=C1)(=O)=O ((S)-3-[5-(3-Methoxyphenyl)-6,6-dimethyl-4,4-dioxo-5,6-dihydro-4H-4lambda6-[1,4,3]oxathiazin-2-ylamino]-3-phenylpropan-1-ol). RXN SMILES: [Si]([O:8][CH2:9][CH2:10][C@H:11]([NH:18][C:19]1[O:20][C:21]([CH3:35])([CH3:34])[CH:22]([C:27]2[CH:28]=[C:29]([OH:33])[CH:30]=[CH:31][CH:32]=2)[S:23](=[O:26])(=[O:25])[N:24]=1)[C:12]1[CH:17]=[CH:16][CH:15]=[CH:14][CH:13]=1)(C(C)(C)C)(C)C.CI.[CH3:38][Si]([N-][Si](C)(C)C)(C)C.[Na+]>C1COCC1.O.S([O-])([O-])(=O)=S.[Na+].[Na+]>[CH3:38][O:33][C:29]1[CH:28]=[C:27]([CH:22]2[C:21]([CH3:34])([CH3:35])[O:20][C:19]([NH:18][C@H:11]([C:12]3[CH:13]=[CH:14][CH:15]=[CH:16][CH:17]=3)[CH2:10][CH2:9][OH:8])=[N:24][S:23]2(=[O:26])=[O:25])[CH:32]=[CH:31][CH:30]=1 |f:2.3,6.7.8|. Reported procedure: To a solution of 452 mg of 3-{2-[(S)-3-(tert-butyldimethylsilanyloxy)-1-phenylpropylamino]-6,6-dimethyl-4,4-dioxo-5,6-dihydro-4H-4lambda6-1,4,3-oxathiazin-5-yl}phenol and 148 mg of methyl iodide in THF at 0° C. was added dropwise 0.44 ml of a 2 N solution of sodium bis(trimethylsilyl)amide in THF. After stirring at constant temperature for 45 minutes and then warming up to room temperature, the reaction solution was stirred for a further 4 hours and then the conversion was checked by LCMS. A fur... Starting materials: C[O-].[Na+] (Sodium methoxide), C(C)(=O)C=1C=C(C#N)C=CC1 (3-acetylbenzonitrile), [N+](=O)([O-])C1=CC=C(C=O)C=C1 (4-nitrobenzaldehyde). The solvent is CO (methanol), CO (methanol). Run at time 5 minute. Yields the product [N+](=O)([O-])C1=CC=C(C=C1)C=CC(=O)C=1C=C(C#N)C=CC1 (3-[3-(4-nitrophenyl)-1-oxo-2-propenyl]benzonitrile). Isolated yield 89.8%. RXN SMILES: C[O-].[Na+].[C:4]([C:7]1[CH:8]=[C:9]([CH:12]=[CH:13][CH:14]=1)[C:10]#[N:11])(=[O:6])[CH3:5].[N+:15]([C:18]1[CH:25]=[CH:24][C:21]([CH:22]=O)=[CH:20][CH:19]=1)([O-:17])=[O:16]>CO>[N+:15]([C:18]1[CH:25]=[CH:24][C:21]([CH:22]=[CH:5][C:4]([C:7]2[CH:8]=[C:9]([CH:12]=[CH:13][CH:14]=2)[C:10]#[N:11])=[O:6])=[CH:20][CH:19]=1)([O-:17])=[O:16] |f:0.1|. Reported procedure: Part A. Sodium methoxide (25% in MeOH, 1.5 mL, 6.8 mmol) was added dropwise to a solution of 3-acetylbenzonitrile (987 gm, 6.8 mmol) and 4-nitrobenzaldehyde (1 gm, 6.8 mmol) in dry methanol. Within 5 minutes, a precipitate begins to appear. The mixture was stirred at room temperature for 4 hours and diluted with methanol. The solids were filtered off, washed with cold methanol and dried to give 3-[3-(4-nitrophenyl)-1-oxo-2-propenyl]benzonitrile as a white solid 1.7 gm (97%) MS: 279(M+H)+ ; 1H NM...